Task: describe an organic reaction: reactants, conditions, products, and yield. Dataset: the Open Reaction Database (ORD), a public repository of structured organic reaction records The reactants are CC(C)(C)OC(=O)Nc1cc(Cl)c(Cl)cc1[N+](=O)[O-], C1CCNCC1, CS(C)=O. Yields the product CC(C)(C)OC(=O)Nc1cc(N2CCCCC2)c(Cl)cc1[N+](=O)[O-]. Reaction SMILES: [C:1]([CH3:2])([CH3:3])([CH3:4])[O:5][C:6]([NH:7][c:8]1[c:9]([N+:16](=[O:17])[O-:18])[cH:10][c:11]([Cl:15])[c:12]([Cl:14])[cH:13]1)=[O:19].[CH2:20]1[CH2:21][CH2:22][NH:23][CH2:24][CH2:25]1.[CH3:26][S:27]([CH3:28])=[O:29]>>[C:1]([CH3:2])([CH3:3])([CH3:4])[O:5][C:6]([NH:7][c:8]1[c:9]([N+:16](=[O:17])[O-:18])[cH:10][c:11]([Cl:15])[c:12]([N:23]2[CH2:22][CH2:21][CH2:20][CH2:25][CH2:24]2)[cH:13]1)=[O:19]. Starting materials: C12CC(CC(CC1)N2)=C2C1=CC=CC=C1OC=1C(=CC=CC21)O (9-(8-Aza-bicyclo[3.2.1]oct-3-ylidene)-9H-xanthen-4-ol), C12CC(CC(CC1)N2)=C2C1=CC=CC=C1OC=1C(=CC=CC21)C(=O)N (9-(8-azabicyclo[3.2.1 ]oct-3-ylidene)-9H-xanthene-4-carboxylic acid amide), FC(C(=O)[O-])(F)F (trifluoroacetate). Yields the product O1C=C(C=C1)CN1C2CC(CC1CC2)=C2C1=CC=CC=C1OC=1C(=CC=CC21)C(=O)N (9-(8-Furan-3-ylmethyl-8-azabicyclo[3.2.1]oct-3-ylidene)-9H-xanthene-4-carboxylic acid amide), C(=O)(C(F)(F)F)O (TFA). As a reaction SMILES: [CH:1]12[NH:8][CH:5]([CH2:6][CH2:7]1)[CH2:4][C:3](=[C:9]1[C:22]3[CH:21]=[CH:20][CH:19]=[C:18]([C:23]([NH2:25])=[O:24])[C:17]=3[O:16][C:15]3[C:10]1=[CH:11][CH:12]=[CH:13][CH:14]=3)[CH2:2]2.[F:26][C:27]([F:32])([F:31])[C:28]([O-:30])=[O:29].C12NC(CC1)CC(=[C:41]1[C:54]3[CH:53]=CC=C(O)[C:49]=3[O:48][C:47]3C1=CC=CC=3)C2>>[O:48]1[CH:47]=[CH:41][C:54]([CH2:53][N:8]2[CH:1]3[CH2:7][CH2:6][CH:5]2[CH2:4][C:3](=[C:9]2[C:22]4[CH:21]=[CH:20][CH:19]=[C:18]([C:23]([NH2:25])=[O:24])[C:17]=4[O:16][C:15]4[C:10]2=[CH:11][CH:12]=[CH:13][CH:14]=4)[CH2:2]3)=[CH:49]1.[C:28]([OH:30])([C:27]([F:32])([F:31])[F:26])=[O:29]. Procedure: Using an adaptation of the method described in Procedure 6, substituting 9-(8-azabicyclo[3.2.1 ]oct-3-ylidene)-9H-xanthene-4-carboxylic acid amide for the trifluoroacetate salt of compound 2, the title compound 4 was obtained as a TFA salt. Starting materials: COC(C1=C(C=C(C(=C1)N)C)Cl)=O (5-amino-2-chloro-4-methyl-benzoic acid methyl ester), [BH4-].[Li+] (lithium borohydride), [OH-].[Na+] (NaOH), Cl (HCl). Run in C1CCOC1 (THF). Reaction conditions: temperature 0 celsius, time 10 minute. The product is NC=1C(=CC(=C(C1)CO)Cl)C ((5-amino-2-chloro-4-methyl-phenyl)-methanol). Isolated yield 73.5%. RXN SMILES: C[O:2][C:3](=O)[C:4]1[CH:9]=[C:8]([NH2:10])[C:7]([CH3:11])=[CH:6][C:5]=1[Cl:12].[BH4-].[Li+].Cl.[OH-].[Na+]>C1COCC1>[NH2:10][C:8]1[C:7]([CH3:11])=[CH:6][C:5]([Cl:12])=[C:4]([CH2:3][OH:2])[CH:9]=1 |f:1.2,4.5|. Reported procedure: To a solution of 5-amino-2-chloro-4-methyl-benzoic acid methyl ester (0.44 g, 2.204 mmol) in THF (5 ml) was added lithium borohydride (012 g, 5.509 mmol). The mixture was heated at reflux for three hours. The mixture was cooled to 0° C., acidified with 2N aqueous HCl, and the mixture was stirred for 10 minutes. The mixture was taken to pH7 with 2N aqueous NaOH and the product was extracted with EtOAc. The combined extracts were washed with water, brine dried over MgSO4, filtered and concentrated... Starting materials: Cc1nc(-n2cnn(Cc3ccc(C(F)(F)F)cc3)c2=O)sc1C(=O)O, Cc1cnc(CN)cn1, Cc1nc(-n2cnn(Cc3ccc(F)cc3)c2=O)sc1C(=O)O. The product is Cc1cnc(CNC(=O)c2sc(-n3cnn(Cc4ccc(F)cc4)c3=O)nc2C)cn1. RXN SMILES: [CH3:1][c:2]1[n:3][c:4](-[n:5]2[c:6](=[O:7])[n:8]([CH2:9][c:10]3[cH:11][cH:12][c:13]([C:14]([F:15])([F:16])[F:17])[cH:18][cH:19]3)[n:20][cH:21]2)[s:22][c:23]1[C:24]([OH:25])=[O:26].[CH3:50][c:51]1[n:52][cH:53][c:54]([CH2:57][NH2:58])[n:55][cH:56]1.[F:27][c:28]1[cH:29][cH:30][c:31]([CH2:32][n:33]2[n:34][cH:35][n:36](-[c:39]3[s:40][c:41]([C:45](=[O:46])[OH:47])[c:42]([CH3:44])[n:43]3)[c:37]2=[O:38])[cH:48][cH:49]1>>[F:27][c:28]1[cH:29][cH:30][c:31]([CH2:32][n:33]2[n:34][cH:35][n:36](-[c:39]3[s:40][c:41]([C:45](=[O:46])[NH:58][CH2:57][c:54]4[cH:53][n:52][c:51]([CH3:50])[cH:56][n:55]4)[c:42]([CH3:44])[n:43]3)[c:37]2=[O:38])[cH:48][cH:49]1. Reactants: C1CCOC1, COCCO[AlH2-]OCCOC, COCCO[Al+]OCCOC, Cc1ccccc1, [H-], [H-], [NH4+], [Na+], [Na+], [OH-], OCC#Cc1cnc2ccccc2c1. Yields the product OCC=Cc1cnc2ccccc2c1. As a reaction SMILES: [CH2:50]1[O:51][CH2:52][CH2:53][CH2:54]1.[CH3:16][O:17][CH2:18][CH2:19][O:20][AlH2-:21][O:22][CH2:23][CH2:24][O:25][CH3:26].[CH3:2][O:3][CH2:4][CH2:5][O:6][Al+:7][O:8][CH2:9][CH2:10][O:11][CH3:12].[CH3:43][c:44]1[cH:45][cH:46][cH:47][cH:48][cH:49]1.[H-:14].[H-:1].[NH4+:42].[Na+:13].[Na+:15].[OH-:41].[n:27]1[cH:28][c:29]([C:37]#[C:38][CH2:39][OH:40])[cH:30][c:31]2[cH:32][cH:33][cH:34][cH:35][c:36]12>>[n:27]1[cH:28][c:29]([CH:37]=[CH:38][CH2:39][OH:40])[cH:30][c:31]2[cH:32][cH:33][cH:34][cH:35][c:36]12. The reactants are C1CCOC1, COc1cc2ncnc(Oc3cccc(N)c3)c2cc1OC, CN(C)c1ccncc1, O=C(Nc1cc(C(F)(F)F)nn1-c1ccc(F)cc1)Oc1ccccc1. Product: COc1cc2ncnc(Oc3cccc(NC(=O)Nc4cc(C(F)(F)F)nn4-c4ccc(F)cc4)c3)c2cc1OC. RXN SMILES: [CH2:58]1[O:59][CH2:60][CH2:61][CH2:62]1.[CH3:27][O:28][c:29]1[cH:30][c:31]2[c:32]([O:41][c:42]3[cH:43][c:44]([NH2:45])[cH:46][cH:47][cH:48]3)[n:33][cH:34][n:35][c:36]2[cH:37][c:38]1[O:39][CH3:40].[CH3:49][N:50]([CH3:51])[c:52]1[cH:53][cH:54][n:55][cH:56][cH:57]1.[F:1][c:2]1[cH:3][cH:4][c:5](-[n:8]2[n:9][c:10]([C:23]([F:24])([F:25])[F:26])[cH:11][c:12]2[NH:13][C:14]([O:15][c:16]2[cH:17][cH:18][cH:19][cH:20][cH:21]2)=[O:22])[cH:6][cH:7]1>>[F:1][c:2]1[cH:3][cH:4][c:5](-[n:8]2[n:9][c:10]([C:23]([F:24])([F:25])[F:26])[cH:11][c:12]2[NH:13][C:14](=[O:22])[NH:45][c:44]2[cH:43][c:42]([O:41][c:32]3[c:31]4[cH:30][c:29]([O:28][CH3:27])[c:38]([O:39][CH3:40])[cH:37][c:36]4[n:35][cH:34][n:33]3)[cH:48][cH:47][cH:46]2)[cH:6][cH:7]1. The reactants are CO, [Na+], CCOC(=O)CCCn1c(=O)[nH]c2ccccc21, [OH-]. Yields the product O=C(O)CCCn1c(=O)[nH]c2ccccc21. As a reaction SMILES: [CH3:21][OH:22].[Na+:20].[O:1]=[c:2]1[nH:3][c:4]2[c:5]([n:6]1[CH2:7][CH2:8][CH2:9][C:10](=[O:11])[O:12][CH2:13][CH3:14])[cH:15][cH:16][cH:17][cH:18]2.[OH-:19]>>[O:1]=[c:2]1[nH:3][c:4]2[c:5]([n:6]1[CH2:7][CH2:8][CH2:9][C:10](=[O:11])[OH:12])[cH:15][cH:16][cH:17][cH:18]2.